Dataset: the Open Reaction Database (ORD), a public repository of structured organic reaction records. Task: describe an organic reaction: reactants, conditions, products, and yield Starting materials: N[C@H]1COCC[C@H]1NC=1N=C(C(=NC1)C#N)NC1=CC=C(C=C1)C (5-((3R,4R)-3-aminotetrahydro-2H-pyran-4-ylamino)-3-(p-tolylamino)pyrazine-2-carbonitrile), C(=O)([O-])[O-].[K+].[K+] (K2CO3). The reagents and catalysts are OO (H2O2). Solvent: CO (methanol). Product: N[C@H]1COCC[C@H]1NC=1N=C(C(=NC1)C(=O)N)NC1=CC=C(C=C1)C (5-((3R,4R)-3-aminotetrahydro-2H-pyran-4-ylamino)-3-(p-tolylamino)pyrazine-2-carboxamide). Reaction SMILES: [NH2:1][C@@H:2]1[C@H:7]([NH:8][C:9]2[N:10]=[C:11]([NH:17][C:18]3[CH:23]=[CH:22][C:21]([CH3:24])=[CH:20][CH:19]=3)[C:12]([C:15]#[N:16])=[N:13][CH:14]=2)[CH2:6][CH2:5][O:4][CH2:3]1.C([O-])([O-])=[O:26].[K+].[K+]>CO.OO>[NH2:1][C@@H:2]1[C@H:7]([NH:8][C:9]2[N:10]=[C:11]([NH:17][C:18]3[CH:23]=[CH:22][C:21]([CH3:24])=[CH:20][CH:19]=3)[C:12]([C:15]([NH2:16])=[O:26])=[N:13][CH:14]=2)[CH2:6][CH2:5][O:4][CH2:3]1 |f:1.2.3|. Procedure: To a solution of 5-((3R,4R)-3-aminotetrahydro-2H-pyran-4-ylamino)-3-(p-tolylamino)pyrazine-2-carbonitrile in methanol (1 ml) was added K2CO3 (excess) and H2O2 (50%, a few drops). After completion, it was concentrated and purified by preparative HPLC to give 5-((3R,4R)-3-aminotetrahydro-2H-pyran-4-ylamino)-3-(p-tolylamino)pyrazine-2-carboxamide. MS found for C17H22N6O2 as (M+H)+ 343.3, UV: λ=251.2, 302.9. Reactants: COC1=CC=C2C(=CC(N(C2=C1)CCN1C(CNCC1)C(=O)OCC)=O)C (ethyl 1-(2-(7-methoxy-4-methyl-2-oxoquinolin-1(2H)-yl)ethyl)piperazine-2-carboxylate), O1CCOC2=C1C=CC(=C2)CC=O ((2,3-dihydro-1,4-benzodioxin-6-yl)acetaldehyde), Cl (hydrochloric acid), C(C)(=O)O[BH-](OC(C)=O)OC(C)=O.[Na+] (sodium triacetoxyborohydride). Run in C(C)(=O)O (acetic acid), ClCCl (dichloromethane), O (water), C(Cl)(Cl)Cl (chloroform). Run at time 30 minute. Product: O1CCOC2=C1C=CC(=C2)CCN2CC(N(CC2)CCN2C(C=C(C1=CC=C(C=C21)OC)C)=O)C(=O)OCC (ethyl 4-(2-(2,3-dihydro-1,4-benzodioxin-6-yl)ethyl)-1-(2-(7-methoxy-4-methyl-2-oxoquinolin-1(2H)-yl)ethyl)piperazine-2-carboxylate). Yield: 68.2%. Reaction SMILES: [CH3:1][O:2][C:3]1[CH:12]=[C:11]2[C:6]([C:7]([CH3:27])=[CH:8][C:9](=[O:26])[N:10]2[CH2:13][CH2:14][N:15]2[CH2:20][CH2:19][NH:18][CH2:17][CH:16]2[C:21]([O:23][CH2:24][CH3:25])=[O:22])=[CH:5][CH:4]=1.[O:28]1[C:33]2[CH:34]=[CH:35][C:36]([CH2:38][CH:39]=O)=[CH:37][C:32]=2[O:31][CH2:30][CH2:29]1.C(O[BH-](OC(=O)C)OC(=O)C)(=O)C.[Na+].Cl>O.C(Cl)(Cl)Cl.C(O)(=O)C.ClCCl>[O:28]1[C:33]2[CH:34]=[CH:35][C:36]([CH2:38][CH2:39][N:18]3[CH2:19][CH2:20][N:15]([CH2:14][CH2:13][N:10]4[C:11]5[C:6](=[CH:5][CH:4]=[C:3]([O:2][CH3:1])[CH:12]=5)[C:7]([CH3:27])=[CH:8][C:9]4=[O:26])[CH:16]([C:21]([O:23][CH2:24][CH3:25])=[O:22])[CH2:17]3)=[CH:37][C:32]=2[O:31][CH2:30][CH2:29]1 |f:2.3|. Reported procedure: To 2.4 mL of dichloromethane solution containing 89 mg of ethyl 1-(2-(7-methoxy-4-methyl-2-oxoquinolin-1(2H)-yl)ethyl)piperazine-2-carboxylate and 94 mg of (2,3-dihydro-1,4-benzodioxin-6-yl)acetaldehyde, 24 μL of acetic acid was added and stirred at room temperature for 30 min. To the reaction mixture, 76 mg of sodium triacetoxyborohydride was added, and stirred at room temperature for 1 hour. To the reaction mixture, chloroform and water were added, and adjusted to pH 1 with 6 mol/L hydrochlori... The reactants are C1(CC1)NC=C(C(=O)OCC)C(C1=C(C(=C(C(=C1[N+](=O)[O-])F)F)C)F)=O (ethyl 3-cyclopropylamino-2-(2,4,5-trifluoro-3-methyl-6-nitrobenzoyl)acrylate), [H-].[Na+] (sodium hydride), O (Water). Run in O1CCOCC1 (dioxane). Reaction conditions: time 1 hour. Product: C1(CC1)N1C=C(C(C2=C(C(=C(C(=C12)C)F)F)[N+](=O)[O-])=O)C(=O)OCC (Ethyl 1-cyclopropyl-6,7-difluoro-1,4-dihydro-8-methyl-5-nitro-4-oxoquinoline-3-carboxylate). Yield: 76.0%. As a reaction SMILES: [CH:1]1([NH:4][CH:5]=[C:6]([C:12](=[O:26])[C:13]2[C:18]([N+:19]([O-:21])=[O:20])=[C:17]([F:22])[C:16]([F:23])=[C:15]([CH3:24])[C:14]=2F)[C:7]([O:9][CH2:10][CH3:11])=[O:8])[CH2:3][CH2:2]1.[H-].[Na+].O>O1CCOCC1>[CH:1]1([N:4]2[C:14]3[C:13](=[C:18]([N+:19]([O-:21])=[O:20])[C:17]([F:22])=[C:16]([F:23])[C:15]=3[CH3:24])[C:12](=[O:26])[C:6]([C:7]([O:9][CH2:10][CH3:11])=[O:8])=[CH:5]2)[CH2:3][CH2:2]1 |f:1.2|. Procedure: To a solution of 27.1 g of ethyl 3-cyclopropylamino-2-(2,4,5-trifluoro-3-methyl-6-nitrobenzoyl)acrylate in 270 ml of dioxane, 3.2 g of 60% sodium hydride was added, and then stirring was continued for 1 hour at room temperature. Water (300 ml) was added to the reaction mixture, and then the crystals precipitated were collected by filtration to obtain 19.5 g of colorless crystals. The crystals were. recrystallized from N,N-dimethylformamide to colorless needles, m.p. 260°-263° C. Reactants: Cn1cc(Br)cc(Br)c1=O, O=C([O-])[O-], CC1(C)c2cccc(P(c3ccccc3)c3ccccc3)c2Oc2c(P(c3ccccc3)c3ccccc3)cccc21, [Cs+], [Cs+], Nc1cccc(N)n1, O=C(C=Cc1ccccc1)C=Cc1ccccc1, C1COCCO1, O=C(C=Cc1ccccc1)C=Cc1ccccc1, O=C(C=Cc1ccccc1)C=Cc1ccccc1, [Pd], [Pd]. The product is Cn1cc(Br)cc(Nc2cccc(N)n2)c1=O. As a reaction SMILES: [Br:9][c:10]1[c:11](=[O:18])[n:12]([CH3:17])[cH:13][c:14]([Br:16])[cH:15]1.[C:61](=[O:62])([O-:63])[O-:64].[CH3:19][C:20]1([CH3:21])[c:22]2[cH:23][cH:24][cH:25][c:26]([P:27]([c:28]3[cH:29][cH:30][cH:31][cH:32][cH:33]3)[c:34]3[cH:35][cH:36][cH:37][cH:38][cH:39]3)[c:40]2[O:41][c:42]2[c:43]1[cH:44][cH:45][cH:46][c:47]2[P:48]([c:49]1[cH:50][cH:51][cH:52][cH:53][cH:54]1)[c:55]1[cH:56][cH:57][cH:58][cH:59][cH:60]1.[Cs+:65].[Cs+:66].[NH2:1][c:2]1[n:3][c:4]([NH2:8])[cH:5][cH:6][cH:7]1.[O:111]=[C:112]([CH:113]=[CH:114][c:115]1[cH:116][cH:117][cH:118][cH:119][cH:120]1)[CH:121]=[CH:122][c:123]1[cH:124][cH:125][cH:126][cH:127][cH:128]1.[O:67]1[CH2:68][CH2:69][O:70][CH2:71][CH2:72]1.[O:75]=[C:76]([CH:77]=[CH:78][c:79]1[cH:80][cH:81][cH:82][cH:83][cH:84]1)[CH:85]=[CH:86][c:87]1[cH:88][cH:89][cH:90][cH:91][cH:92]1.[O:93]=[C:94]([CH:95]=[CH:96][c:97]1[cH:98][cH:99][cH:100][cH:101][cH:102]1)[CH:103]=[CH:104][c:105]1[cH:106][cH:107][cH:108][cH:109][cH:110]1.[Pd:73].[Pd:74]>>[NH:1]([c:2]1[n:3][c:4]([NH2:8])[cH:5][cH:6][cH:7]1)[c:10]1[c:11](=[O:18])[n:12]([CH3:17])[cH:13][c:14]([Br:16])[cH:15]1. Reactants: CCOC(=O)c1ccc2c(c1)COC2=O, CC(C)O. The product is CC(C)OC(=O)c1ccc2c(c1)COC2=O. As a reaction SMILES: [CH2:1]([CH3:2])[O:3][C:4](=[O:5])[c:6]1[cH:7][c:8]2[c:13]([cH:14][cH:15]1)[C:11](=[O:12])[O:10][CH2:9]2.[CH3:16][CH:17]([OH:18])[CH3:19]>>[CH:1]([CH3:2])([O:3][C:4](=[O:5])[c:6]1[cH:7][c:8]2[c:13]([cH:14][cH:15]1)[C:11](=[O:12])[O:10][CH2:9]2)[CH3:16].